Dataset: the Open Reaction Database (ORD), a public repository of structured organic reaction records. Task: describe an organic reaction: reactants, conditions, products, and yield The reactants are CC(C)(OC1=CC=C(C(=O)O)C=C1)C1=NN=C(N1C)C1=C(C=CC=C1)C(F)(F)F (4-(1-methyl-1-{4-methyl-5-[2-(trifluoromethyl)phenyl]-4H-1,2,4-triazol-3-yl}ethoxy)benzoic acid), CO (methanol), S(O)(O)(=O)=O (sulfuric acid). The solvent is C(C)(=O)OCC (ethyl acetate). Product: CC(C)(OC1=CC=C(C(=O)OC)C=C1)C1=NN=C(N1C)C1=C(C=CC=C1)C(F)(F)F (methyl 4-(1-methyl-1-{4-methyl-5-[2-(trifluoromethyl)phenyl]-4H-1,2,4-triazol-3-yl}ethoxy)benzoate). As a reaction SMILES: [CH3:1][C:2]([C:14]1[N:18]([CH3:19])[C:17]([C:20]2[CH:25]=[CH:24][CH:23]=[CH:22][C:21]=2[C:26]([F:29])([F:28])[F:27])=[N:16][N:15]=1)([O:4][C:5]1[CH:13]=[CH:12][C:8]([C:9]([OH:11])=[O:10])=[CH:7][CH:6]=1)[CH3:3].S(=O)(=O)(O)O.[CH3:35]O>C(OCC)(=O)C>[CH3:3][C:2]([C:14]1[N:18]([CH3:19])[C:17]([C:20]2[CH:25]=[CH:24][CH:23]=[CH:22][C:21]=2[C:26]([F:28])([F:29])[F:27])=[N:16][N:15]=1)([O:4][C:5]1[CH:13]=[CH:12][C:8]([C:9]([O:11][CH3:35])=[O:10])=[CH:7][CH:6]=1)[CH3:1]. Procedure: 4-(1-methyl-1-{4-methyl-5-[2-(trifluoromethyl)phenyl]-4H-1,2,4-triazol-3-yl}ethoxy)benzoic acid (400 mg) was dissolved in methanol (12 ml), concentrated sulfuric acid (0.160 ml) was added thereto, followed by heating to reflux for 2 days. The reaction solution was cooled to room temperature, diluted with ethyl acetate and was washed with a 1M aqueous sodium hydroxide solution, water and saturated brine in this order. The organic layer was dried over anhydrous magnesium sulfate and then concentra...